From a dataset of the Open Reaction Database (ORD), a public repository of structured organic reaction records. describe an organic reaction: reactants, conditions, products, and yield Reactants: COC=1C=C2CCC(C(C2=CC1)=O)=CC(=O)O (2-(6-Methoxy-1-oxo-3,4-dihydronaphthalen-2(1H)-ylidene)acetic acid), O (Water). The reagents and catalysts are [Zn] (Zinc). Run in C(C)(=O)O.O (acetic acid water). Conditions: temperature 100 celsius, time 3 hour. Product: COC=1C=C2CCC(C(C2=CC1)=O)CC(=O)O (2-(6-Methoxy-1-oxo-1,2,3,4-tetrahydronaphthalen-2-yl)acetic acid). Isolated yield 79.3%. RXN SMILES: [CH3:1][O:2][C:3]1[CH:4]=[C:5]2[C:10](=[CH:11][CH:12]=1)[C:9](=[O:13])[C:8](=[CH:14][C:15]([OH:17])=[O:16])[CH2:7][CH2:6]2.O>C(O)(=O)C.O.[Zn]>[CH3:1][O:2][C:3]1[CH:4]=[C:5]2[C:10](=[CH:11][CH:12]=1)[C:9](=[O:13])[CH:8]([CH2:14][C:15]([OH:17])=[O:16])[CH2:7][CH2:6]2 |f:2.3|. Procedure details: Zinc (493 g, 7536 mmol) was added to a solution of 1A (350 g, 1507 mmol) in acetic acid-water mixture (1 L+420 mL), and the mixture was stirred at 100° C. for 3 h. The reaction mixture was then filtered over celite bed, and the organic layer was removed under reduced pressure to give a residue. Water (5 L) was added to the residue. The resulting solids were filtered off and dried under vacuum to afford the title compound (280 g, 77%) as a solid. 1H NMR (400 MHz, DMSO-d6): δ 12.2 (bs, 1H), 7.8 (d... Reactants: Cc1cccc(-n2nc(C)cc2-c2ccnc(Cl)c2)c1, NCc1ccccc1. The product is Cc1cccc(-n2nc(C)cc2-c2ccnc(NCc3ccccc3)c2)c1. Reaction SMILES: [Cl:1][c:2]1[n:3][cH:4][cH:5][c:6](-[c:8]2[cH:9][c:10]([CH3:20])[n:11][n:12]2-[c:13]2[cH:14][c:15]([CH3:19])[cH:16][cH:17][cH:18]2)[cH:7]1.[NH2:21][CH2:22][c:23]1[cH:24][cH:25][cH:26][cH:27][cH:28]1>>[c:2]1([NH:21][CH2:22][c:23]2[cH:24][cH:25][cH:26][cH:27][cH:28]2)[n:3][cH:4][cH:5][c:6](-[c:8]2[cH:9][c:10]([CH3:20])[n:11][n:12]2-[c:13]2[cH:14][c:15]([CH3:19])[cH:16][cH:17][cH:18]2)[cH:7]1. Starting materials: O=C(C=1C=CC=CC1)N2CCCCC2. Reagents/catalysts: O=C1C=CC=2C=CC=C(C3=CN=C(C=C3)C=4N=CC=CC4)C2N1, O1B(OC(C)(C)C1(C)C)B2OC(C)(C)C(O2)(C)C, [K].OC(C)(C)C, C[OH2+].C[OH2+].C1CC=CCCC=C1.C1CC=CCCC=C1.[Ir].[Ir]. Solvent: O1CCCC1. Reaction conditions: temperature 80 celsius, time 12 hour. Yields the product O=C(C=1C=CC=C(C1)B2OC(C)(C)C(O2)(C)C)N3CCCCC3. Isolated yield 67.0%. Procedure: In an argon filled glove box, a 5.0 mL wheaton microreactor was charged with [Ir(cod)(OMe)]2 (1.98 mg, 1.5 mol%), L1 ligand (2.1 mg, 3.5 mol%), B2pin2 (50.8 mg, 1.0 equiv.), KOtBu (1.0 mg, 4.5 mol%) and dry THF (1.0 mL). The reaction mixture was stirred for 2 minutes at room temperature. To this mixture, phenyl(piperidin-1-yl)methanone (37.8 mg, 0.2 mmol) was added. The microreactor was capped with a teflon pressure cap and placed into pre-heated aluminum block at 80 oC. The reaction mixture was... Reaction SMILES: [CH2:1]([O:3][C:4](=[O:13])[CH2:5][CH:6]1[CH2:11][CH2:10][C:9](=[O:12])[CH2:8][CH2:7]1)[CH3:2].[Br:14]Br>CCOCC>[CH2:1]([O:3][C:4](=[O:13])[CH2:5][CH:6]1[CH2:11][CH2:10][C:9](=[O:12])[CH:8]([Br:14])[CH2:7]1)[CH3:2]. The reactants are C(C)OC(CC1CCC(CC1)=O)=O (4-oxocyclohexaneacetic acid ethyl ester), BrBr (bromine). Run in CCOCC (ether). Reported procedure: 74.0 G. of 4-oxocyclohexaneacetic acid ethyl ester and 1200 ml. of anhydrous ether were placed in a 3 l. three-necked flask, provided with a thermometer, nitrogen inlet, dropping funnel, condenser and stirrer. The solution was cooled to -10° by means of a dry ice-acetone bath, and 64.0 g. of bromine was added dropwise over a period of 30-40 minutes. The resulting colorless solution was washed three times with 100 ml. of water, then two times with 125 ml. of cold saturated sodium bicarbonate solu... Yields the product C(C)OC(CC1CC(C(CC1)=O)Br)=O (3-bromo-4-oxocyclohexaneacetic acid ethyl ester). Reactants: O=C([O-])[O-], CC#N, [K+], [K+], N#Cc1ccc(C(F)(F)F)cc1[N+](=O)[O-], O, Sc1ccccc1. Product: N#Cc1ccc(C(F)(F)F)cc1Sc1ccccc1. RXN SMILES: [C:23](=[O:24])([O-:25])[O-:26].[CH3:30][C:31]#[N:32].[K+:27].[K+:28].[N+:1]([O-:2])(=[O:3])[c:4]1[c:5]([C:6]#[N:7])[cH:8][cH:9][c:10]([C:12]([F:13])([F:14])[F:15])[cH:11]1.[OH2:29].[SH:16][c:17]1[cH:18][cH:19][cH:20][cH:21][cH:22]1>>[c:4]1([S:16][c:17]2[cH:18][cH:19][cH:20][cH:21][cH:22]2)[c:5]([C:6]#[N:7])[cH:8][cH:9][c:10]([C:12]([F:13])([F:14])[F:15])[cH:11]1. RXN SMILES: [CH2:1]([O:2][C:3](=[O:4])[c:6]1[cH:7][nH:8][cH:9][c:10]1-[c:11]1[cH:12][cH:13][c:14]([I:17])[cH:15][cH:16]1)[CH3:5].[Cl-:20].[Na+:19].[Na+:21].[OH-:18].[OH:22][CH2:23][CH2:24][OH:25]>>[cH:6]1[cH:7][nH:8][cH:9][c:10]1-[c:11]1[cH:12][cH:13][c:14]([I:17])[cH:15][cH:16]1. The product is Ic1ccc(-c2cc[nH]c2)cc1. Starting materials: CCOC(=O)c1c[nH]cc1-c1ccc(I)cc1, [Cl-], [Na+], [Na+], [OH-], OCCO. Starting materials: O=C([O-])[O-], C1COCCO1, CC=CC=O, [K+], [K+], O=Cc1cc(Oc2ccccc2)ccc1O, O. Product: CC1Oc2ccc(Oc3ccccc3)cc2C=C1C=O. As a reaction SMILES: [C:22](=[O:23])([O-:24])[O-:25].[CH2:28]1[O:29][CH2:30][CH2:31][O:32][CH2:33]1.[CH:17]([CH:18]=[CH:19][CH3:20])=[O:21].[K+:26].[K+:27].[O:1]([c:2]1[cH:3][cH:4][cH:5][cH:6][cH:7]1)[c:8]1[cH:9][cH:10][c:11]([OH:16])[c:12]([CH:13]=[O:14])[cH:15]1.[OH2:34]>>[O:1]([c:2]1[cH:3][cH:4][cH:5][cH:6][cH:7]1)[c:8]1[cH:9][cH:10][c:11]2[c:12]([cH:15]1)[CH:13]=[C:18]([CH:17]=[O:21])[CH:19]([CH3:20])[O:16]2. Starting materials: C=O, CCCCCCCCCCCCCCCCCC(O)(CO)CO. Product: CCCCCCCCCCCCCCCCCC(O)(C=O)CO. Reaction SMILES: [CH2:24]=[O:25].[OH:1][CH2:2][C:3]([CH2:4][CH2:5][CH2:6][CH2:7][CH2:8][CH2:9][CH2:10][CH2:11][CH2:12][CH2:13][CH2:14][CH2:15][CH2:16][CH2:17][CH2:18][CH2:19][CH3:20])([OH:21])[CH2:22][OH:23]>>[O:1]=[CH:2][C:3]([CH2:4][CH2:5][CH2:6][CH2:7][CH2:8][CH2:9][CH2:10][CH2:11][CH2:12][CH2:13][CH2:14][CH2:15][CH2:16][CH2:17][CH2:18][CH2:19][CH3:20])([OH:21])[CH2:22][OH:23]. The reactants are O (Water), [OH-].[K+] (potassium hydroxide), ONC(OC(C)(C)C)=O (tert-butyl N-hydroxycarbamate), [N+](=O)([O-])C1=C(C#N)C(=CC=C1)[N+](=O)[O-] (2,6-dinitrobenzonitrile). Solvent: CN(C)C=O (DMF). Reaction conditions: time 20 hour. Yields the product NC1=NOC2=C1C(=CC=C2)[N+](=O)[O-] (3-Amino-4-nitrobenz[d]isoxazole). Isolated yield 21.7%. RXN SMILES: [OH-].[K+].[OH:3][NH:4]C(=O)OC(C)(C)C.[N+]([C:15]1[CH:22]=[CH:21][CH:20]=[C:19]([N+:23]([O-:25])=[O:24])[C:16]=1[C:17]#[N:18])([O-])=O.O>CN(C=O)C>[NH2:18][C:17]1[C:16]2[C:19]([N+:23]([O-:25])=[O:24])=[CH:20][CH:21]=[CH:22][C:15]=2[O:3][N:4]=1 |f:0.1|. Procedure: To potassium hydroxide (0.58 g, 10.3 mmol) and tert-butyl N-hydroxycarbamate (1.38 g, 10.3 mmol) in DMF (30 iml) was added 2,6-dinitrobenzonitrile (2.0 g, 10.3 nmmol) and the mixture was stirred for 20 h. Water was added. The whole was extracted with ether, the ether was dried (sodium sulphate) and evaporated. Flash column chromatography on silica gel, eluting with ethyl acetate/dichloromethane, gave the product (0.4 g), MS (+CI) 180 ([M+H]+), 1H NMR (CDCl3) 8.13 (1H, d), 7.78 (1H, d), 7.68 (1H,...